Task: describe an organic reaction: reactants, conditions, products, and yield. Dataset: the Open Reaction Database (ORD), a public repository of structured organic reaction records Reactants: NCC(C)(O)C1=CC=C(C=C1)OCC1=CC=CC=C1 (1-amino-2-(4-benzyloxy-phenyl)-propan-2-ol), C(C1=CC=CC=C1)=O (benzaldehyde), [BH4-].[Na+] (NaBH4). Reagents/catalysts: C1(=CC=C(C=C1)S(=O)(=O)O)C (p-toluenesulfonic acid). The solvent is C1(=CC=CC=C1)C (toluene). Reaction conditions: time 1 hour. Product: C(C1=CC=CC=C1)NCC(C)(O)C1=CC=C(C=C1)OCC1=CC=CC=C1 (1-benzylamino-2-(4-benzyloxy-phenyl)-propan-2-ol). The yield is 62.8%. Reaction SMILES: [NH2:1][CH2:2][C:3]([C:6]1[CH:11]=[CH:10][C:9]([O:12][CH2:13][C:14]2[CH:19]=[CH:18][CH:17]=[CH:16][CH:15]=2)=[CH:8][CH:7]=1)([OH:5])[CH3:4].[CH:20](=O)[C:21]1[CH:26]=[CH:25][CH:24]=[CH:23][CH:22]=1.[BH4-].[Na+]>C1(C)C=CC=CC=1.C1(C)C=CC(S(O)(=O)=O)=CC=1>[CH2:20]([NH:1][CH2:2][C:3]([C:6]1[CH:11]=[CH:10][C:9]([O:12][CH2:13][C:14]2[CH:19]=[CH:18][CH:17]=[CH:16][CH:15]=2)=[CH:8][CH:7]=1)([OH:5])[CH3:4])[C:21]1[CH:26]=[CH:25][CH:24]=[CH:23][CH:22]=1 |f:2.3|. Procedure: A mixture of 1-amino-2-(4-benzyloxy-phenyl)-propan-2-ol (1.26 g; 4.9 mmol), benzaldehyde (0.55 mL; 5.4 mmol), and p-toluenesulfonic acid (0.04 g; 0.24 mmol) in toluene (30 mL) was heated under reflux in a Dean-Stark apparatus, overnight. Subsequently, the mixture was cooled to RT and the solvent was removed in vacuo. The residue was suspended in MeOH (30 mL), cooled to −15° C., and treated with NaBH4 (0.74 g; 19.6 mmol), portionwise. After the addition was complete the mixture was warmed to RT a... Product: ClC=1C=C(C=CC1)CC1=C(C(=CS1)C(=O)OC)O (Methyl 5-[(3-chlorophenyl)methyl]-4-hydroxythiophene-3-carboxylate). The solvent is CO (methanol). Reaction SMILES: [O:1]=[C:2]1[CH2:6][S:5][CH2:4][CH:3]1[C:7]([O:9][CH3:10])=[O:8].[Cl:11][C:12]1[CH:13]=[C:14]([CH:17]=[CH:18][CH:19]=1)[CH:15]=O.N1CCCCC1>CO>[Cl:11][C:12]1[CH:13]=[C:14]([CH2:15][C:6]2[S:5][CH:4]=[C:3]([C:7]([O:9][CH3:10])=[O:8])[C:2]=2[OH:1])[CH:17]=[CH:18][CH:19]=1. The reactants are O=C1C(CSC1)C(=O)OC (Methyl 4-oxotetrahydrothiophene-3-carboxylate), ClC=1C=C(C=O)C=CC1 (3-chlorobenzaldehyde), N1CCCCC1 (piperidine). Procedure details: Methyl 4-oxotetrahydrothiophene-3-carboxylate (18.5 g) and 3-chlorobenzaldehyde (48.5 g) were heated at 100° C. with piperidine (4 ml) for 15 minutes and then allowed to cool to room temperature. The resulting yellow solid was stirred in methanol (300 ml) for 18 hours and collected. The yellow solid was suspended in ethanol (300 m) and dichloromethane (200 ml), para-toluenesulfonic acid(10 g) was added and the suspension was heated at reflux for 48 hours. The reaction mixture was allowed to cool... The yield is 68.4%.